The task is: describe an organic reaction: reactants, conditions, products, and yield. This data is from the Open Reaction Database (ORD), a public repository of structured organic reaction records. The reactants are NC1=NC=CC=C1OCC1=C(C(=CC=C1)C)F (2-amino-3-(2-fluoro-3-methylbenzyloxy)pyridine), ClC1=CC=C(C=C1)N=C=S (4chlorophenyl isothiocyanate), C1(=CC=CC=C1)C (toluene). The solvent is C(C)OCC (diethyl ether). Yields the product FC1=C(COC=2C(=NC=CC2)NC(=S)NC2=CC=C(C=C2)Cl)C=CC=C1C (N-[3-(2-Fluoro-3-methylbenzyloxy)pyrid-2-yl]-N'-(4-chlorophenyl)thiourea). As a reaction SMILES: [NH2:1][C:2]1[C:7]([O:8][CH2:9][C:10]2[CH:15]=[CH:14][CH:13]=[C:12]([CH3:16])[C:11]=2[F:17])=[CH:6][CH:5]=[CH:4][N:3]=1.[Cl:18][C:19]1[CH:24]=[CH:23][C:22]([N:25]=[C:26]=[S:27])=[CH:21][CH:20]=1.C1(C)C=CC=CC=1>C(OCC)C>[F:17][C:11]1[C:12]([CH3:16])=[CH:13][CH:14]=[CH:15][C:10]=1[CH2:9][O:8][C:7]1[C:2]([NH:1][C:26]([NH:25][C:22]2[CH:23]=[CH:24][C:19]([Cl:18])=[CH:20][CH:21]=2)=[S:27])=[N:3][CH:4]=[CH:5][CH:6]=1. Reported procedure: A mixture of 2-amino-3-(2-fluoro-3-methylbenzyloxy)pyridine (2.00 g, 0.0086 mol), 4chlorophenyl isothiocyanate (1.75 g, 0.0103 mol) and toluene (10 ml) was refluxed for 3 hours, then cooled and treated with diethyl ether to induce crystallisation of the product. Yield 3.21g (93%), m.p. 184°-187 ° C. Starting materials: FC(C(=O)O)(F)F (trifluoroacetic acid), C(C)(C)(C)OC(=O)N1C(\C(\C2=CC=C(C=C12)Cl)=C/C1=CC(=CC=C1)Cl)=O (Z-6-chloro-3-(3-chloro-benzylidene)-2-oxo-2,3-dihydro-indole-1-carboxylic acid tert-butyl ester), ClC=1C(=CC(=C(C1)C=NC(=C)O[Si](C)(C)C)OC1CCOCC1)C (1-[5-chloro-4-methy-2-(tetrahydro-pyran-4-yloxy)-phenyl]-3-trimethylsilyoxy-2-aza-1,3-butadiene), C1(=CC=CC=C1)C (toluene). Run in ClCCl (dicloromethane). Product: 3R, ClC=1C=C(C=CC1)C1C2(CNC(C1)=O)C(NC1=CC=CC=C12)=O (4′-(3-chlorophenyl)spiro[3H-indole-3,3′-piperidine]-2,6′(1H)-dione). Yield: 33.0%. As a reaction SMILES: C(OC([N:8]1[C:16]2C(=CC=C(Cl)C=2)/[C:10](=[CH:18]/[C:19]2[CH:24]=[CH:23][CH:22]=[C:21]([Cl:25])[CH:20]=2)/[C:9]1=[O:26])=O)(C)(C)C.ClC1C(C)=CC(OC2CCOCC2)=C(C=[N:35]C(O[Si](C)(C)C)=C)C=1.F[C:52](F)(F)[C:53]([OH:55])=O.[C:58]1(C)[CH:63]=[CH:62][CH:61]=[CH:60][CH:59]=1>ClCCl>[Cl:25][C:21]1[CH:20]=[C:19]([CH:18]2[CH2:10][C:9](=[O:26])[NH:8][CH2:16][C:52]32[C:63]2[C:58](=[CH:59][CH:60]=[CH:61][CH:62]=2)[NH:35][C:53]3=[O:55])[CH:24]=[CH:23][CH:22]=1. Procedure details: In a manner similar to the method described in example 32d, E/Z-6-chloro-3-(3-chloro-benzylidene)-2-oxo-2,3-dihydro-indole-1-carboxylic acid tert-butyl ester prepared in example 5b (1.22 g, 3.14 mmol) was reacted with 1-[5-chloro-4-methy-2-(tetrahydro-pyran-4-yloxy)-phenyl]-3-trimethylsilyoxy-2-aza-1,3-butadiene (7.8 mmol) in toluene, then treated with trifluoroacetic acid in dicloromethane to give racemic(2′R, 3R, 4′S)-6-chloro-2′-[5-chloro-4-methyl-2-(tetrahydro-pyran-4-yloxy)-phenyl]]-4′-(3-c... Starting materials: S1CNCC1 (thiazolidine), C1(C=CC2=CC=CC=C12)CC(=O)N1[C@H](C(=O)O)CCC1 (1-(2-indenylacetyl)-L-proline), COC([C@H]1NCCC1)=O (L-proline methyl ester), C1(CCC2=CC=CC=C12)CC(=O)C1[C@H](NCS1)C(=O)O (3-(2-indanylacetyl)-L-thioproline). Yields the product COC([C@H]1N(CCC1)C([C@H]1N(CCC1)C(CC1C=CC2=CC=CC=C12)=O)=O)=O (1-[1-(2-indenylacetyl)-L-prolyl]-L-proline methyl ester). The yield is 75.0%. Reaction SMILES: [CH:1]1([CH2:10][C:11]([N:13]2[CH2:20][CH2:19][CH2:18][C@H:14]2[C:15]([OH:17])=O)=[O:12])[C:9]2[C:4](=[CH:5][CH:6]=[CH:7][CH:8]=2)[CH:3]=[CH:2]1.[CH3:21][O:22][C:23](=[O:29])[C@@H:24]1[CH2:28][CH2:27][CH2:26][NH:25]1.C1(CC(C2SCN[C@@H]2C(O)=O)=O)C2C(=CC=CC=2)CC1.S1CCNC1>>[CH3:21][O:22][C:23](=[O:29])[C@@H:24]1[CH2:28][CH2:27][CH2:26][N:25]1[C:15](=[O:17])[C@@H:14]1[CH2:18][CH2:19][CH2:20][N:13]1[C:11](=[O:12])[CH2:10][CH:1]1[C:9]2[C:4](=[CH:5][CH:6]=[CH:7][CH:8]=2)[CH:3]=[CH:2]1. Procedure details: A colorless oil of 1-[1-(2-indenylacetyl)-L-prolyl]-L-proline methyl ester was prepared in the same manner as in Example 1, except that 1-(2-indenylacetyl)-L-proline and L-proline methyl ester were used instead of 3-(2-indanylacetyl)-L-thioproline and thiazolidine, respectively (yield: 75%). Starting materials: ClC1=C(C(=O)O)C=CC=C1F (2-chloro-3-fluorobenzoic acid), CC1=NC=C(C=N1)C(CN)N1CCOCC1 (2-(2-methylpyrimidin-5-yl)-2-morpholinoethanamine). Reaction SMILES: [Cl:1][C:2]1[C:10]([F:11])=[CH:9][CH:8]=[CH:7][C:3]=1[C:4]([OH:6])=O.[CH3:12][C:13]1[N:18]=[CH:17][C:16]([CH:19]([N:22]2[CH2:27][CH2:26][O:25][CH2:24][CH2:23]2)[CH2:20][NH2:21])=[CH:15][N:14]=1>>[Cl:1][C:2]1[C:10]([F:11])=[CH:9][CH:8]=[CH:7][C:3]=1[C:4]([NH:21][CH2:20][CH:19]([C:16]1[CH:17]=[N:18][C:13]([CH3:12])=[N:14][CH:15]=1)[N:22]1[CH2:23][CH2:24][O:25][CH2:26][CH2:27]1)=[O:6]. Procedure: From 2-chloro-3-fluorobenzoic acid and 2-(2-methylpyrimidin-5-yl)-2-morpholinoethanamine. The product is ClC1=C(C(=O)NCC(N2CCOCC2)C=2C=NC(=NC2)C)C=CC=C1F (2-chloro-3-fluoro-N-(2-(2-methylpyrimidin-5-yl)-2-morpholinoethyl)benzamide). Starting materials: [I-].C(C(C)C)[P+](C1=CC=CC=C1)(C1=CC=CC=C1)C1=CC=CC=C1 (isobutyl triphenylphosphonium iodide), C(C)(C)(C)[C@@H](C(CC=CC(C)C)C)O[C@H](C(CC=CC(C)C)C)C(C)(C)C ((R)-(+)-tert. butyl-2,6-dimethyl-4-heptenyl ether), [NH4+].[Cl-] (NH4Cl), C(CCC)[Li] (n-butyllithium), C(C)(C)(C)OC[C@@H](CC=O)C ((R)-4-tert. butoxy-3-methylbutanal). Run in O1CCCC1 (tetrahydrofuran), CCCCCC (hexane), C1=CC=CC=C1 (C6H6), O1CCCC1 (tetrahydrofuran), CCCCCC (hexane). Run at time 10 minute. Yields the product C[C@@H](COC(C)(C)C)CC=CC(C)C ((R)-(+)-tert. Butyl 2,6-dimethyl-4-heptenyl ether). As a reaction SMILES: [I-].[CH2:2]([P+](C1C=CC=CC=1)(C1C=CC=CC=1)C1C=CC=CC=1)[CH:3]([CH3:5])[CH3:4].C([Li])CCC.[C:30]([O:34][CH2:35][C@H:36]([CH3:40])[CH2:37][CH:38]=O)([CH3:33])([CH3:32])[CH3:31].[NH4+].[Cl-].C([C@H](O[C@@H](C(C)(C)C)C(C)CC=CC(C)C)C(C)CC=CC(C)C)(C)(C)C>CCCCCC.C1C=CC=CC=1.O1CCCC1>[CH3:40][C@H:36]([CH2:37][CH:38]=[CH:2][CH:3]([CH3:5])[CH3:4])[CH2:35][O:34][C:30]([CH3:33])([CH3:32])[CH3:31] |f:0.1,4.5|. Procedure: A slurry of 2.67 g. (6 mmoles) of isobutyl triphenylphosphonium iodide in 50 ml. of dry tetrahydrofuran was stirred at 0° C. while a solution of 2.94 ml. (6 mmoles) of 2.04 M n-butyllithium in hexane was added dropwise. The resulting mixture was stirred for 10 minutes and then treated with a solution of 0.475 g. (3 mmoles) of (R)-4-tert. butoxy-3-methylbutanal in 25 ml. of dry tetrahydrofuran. After the addition was complete, the reaction mixture was stirred for one hour at room temperature then... The reactants are NCC1(CCN(CC1)C(=O)OC(C)(C)C)C1=CC=CC=C1 (4-aminomethyl-1-t-butoxycarbonyl-4-phenylpiperidine), N1=CC=CC=C1 (pyridine), CS(=O)(=O)Cl (Methanesulfonyl chloride). Run in ClCCl (dichloromethane). Run at time 18 hour. Product: C(C)(C)(C)OC(=O)N1CCC(CC1)(C1=CC=CC=C1)CNS(=O)(=O)C (N-[(1-t-Butoxycarbonyl-4-phenylpiperidin-4-yl)methyl]methanesulfonamide). The yield is 55.9%. Reaction SMILES: [CH3:1][S:2](Cl)(=[O:4])=[O:3].[NH2:6][CH2:7][C:8]1([C:21]2[CH:26]=[CH:25][CH:24]=[CH:23][CH:22]=2)[CH2:13][CH2:12][N:11]([C:14]([O:16][C:17]([CH3:20])([CH3:19])[CH3:18])=[O:15])[CH2:10][CH2:9]1.N1C=CC=CC=1>ClCCl>[C:17]([O:16][C:14]([N:11]1[CH2:12][CH2:13][C:8]([CH2:7][NH:6][S:2]([CH3:1])(=[O:4])=[O:3])([C:21]2[CH:22]=[CH:23][CH:24]=[CH:25][CH:26]=2)[CH2:9][CH2:10]1)=[O:15])([CH3:20])([CH3:19])[CH3:18]. Procedure details: Methanesulfonyl chloride (2.32 mL, 3.44 g, 33 mmol) was added dropwise to a stirred, cooled (0° C.) solution of crude 4-aminomethyl-1-t-butoxycarbonyl-4-phenylpiperidine (7.96 g) and pyridine (3.64 mL, 3.56 g, 45 mmol) in dichloromethane (100 mL) and the mixture was stirred at room temperature for 18 h. The solvent was evaporated under reduced pressure, aqueous sodium hydrogen carbonate (saturated, 100 mL) was added and the mixture was extracted with ethyl acetate (3×100 mL). The combined organi... The reactants are O=[N+]([O-])c1ccccc1CBr, C1CCNC1, CCOC(C)=O, CCN(C(C)C)C(C)C, CN(C)C=O. The product is O=[N+]([O-])c1ccccc1CN1CCCC1. As a reaction SMILES: [Br:1][CH2:2][c:3]1[c:4]([N+:9](=[O:10])[O-:11])[cH:5][cH:6][cH:7][cH:8]1.[CH2:12]1[CH2:13][CH2:14][NH:15][CH2:16]1.[CH3:26][CH2:27][O:28][C:29](=[O:30])[CH3:31].[CH:17]([N:18]([CH2:19][CH3:20])[CH:21]([CH3:22])[CH3:23])([CH3:24])[CH3:25].[O:32]=[CH:33][N:34]([CH3:35])[CH3:36]>>[CH2:2]([c:3]1[c:4]([N+:9](=[O:10])[O-:11])[cH:5][cH:6][cH:7][cH:8]1)[N:15]1[CH2:14][CH2:13][CH2:12][CH2:16]1.